The task is: describe an organic reaction: reactants, conditions, products, and yield. This data is from the Open Reaction Database (ORD), a public repository of structured organic reaction records. Reactants: N(=[N+]=[N-])C=1C=CC(=C(C1)C(=O)C1=C(C=C(C=C1)Br)C)C ((5-Azido-2-methyl-phenyl)-(4-bromo-2-methyl-phenyl)-methanone), C(CC#C)O (but-3-yn-1-ol), CCOC(=O)C.O (EtOAc water), O=C1C(O)=C([O-])[C@H](O1)[C@@H](O)CO.[Na+] (sodium ascorbate). The reagents and catalysts are O.O.O.O.O.S(=O)(=O)([O-])[O-].[Cu+2] (copper(II) sulphate pentahydrate). Run in C(C)O (ethanol), O (water). Reaction conditions: time 24 hour. Yields the product BrC1=CC(=C(C=C1)C(=O)C1=C(C=CC(=C1)N1N=NC(=C1)CCO)C)C ((4-Bromo-2-methyl-phenyl)-{5-[4-(2-hydroxy-ethyl)-[1,2,3]triazol-1-yl]-2-methyl-phenyl}-methanone). Reaction SMILES: [N:1]([C:4]1[CH:5]=[CH:6][C:7]([CH3:20])=[C:8]([C:10]([C:12]2[CH:17]=[CH:16][C:15]([Br:18])=[CH:14][C:13]=2[CH3:19])=[O:11])[CH:9]=1)=[N+:2]=[N-:3].[CH2:21]([OH:25])[CH2:22][C:23]#[CH:24].O=C1O[C@H]([C@H](CO)O)C([O-])=C1O.[Na+].CCOC(C)=O.O>C(O)C.O.O.O.O.O.O.S([O-])([O-])(=O)=O.[Cu+2]>[Br:18][C:15]1[CH:16]=[CH:17][C:12]([C:10]([C:8]2[CH:9]=[C:4]([N:1]3[CH:24]=[C:23]([CH2:22][CH2:21][OH:25])[N:3]=[N:2]3)[CH:5]=[CH:6][C:7]=2[CH3:20])=[O:11])=[C:13]([CH3:19])[CH:14]=1 |f:2.3,4.5,8.9.10.11.12.13.14|. Procedure: To a solution of compound 451 (170 mg, 0.51 mmol) in ethanol (2 mL) was added but-3-yn-1-ol (39 μL, 0.51 mmol). A freshly prepared solution of copper(II) sulphate pentahydrate (5.0 mg, 0.020 mmol) and sodium ascorbate (20 mg, 0.10 mmol) in water (0.5 mL) was added to the reaction mixture. The flask was closed and stirred for 24 h at RT under argon. The reaction mixture was poured into a mixture of EtOAc/water. The organic phase was washed with water, brine and then dried (MgSO4), filtered and co... Reactants: ClCCCSC1=CC=CC=C1 (1-chloro-3-phenylthio propane), OC1=CC=C(C=O)C=C1 (4-hydroxybenzaldehyde), resultant solution, [H-].[Na+] (NaH), ice water. The solvent is CN(C)C=O (DMF). Conditions: time 1 hour. Product: C1(=CC=CC=C1)SCCCOC1=CC=C(C=O)C=C1 (4-(3-phenylthiopropyloxy)-benzaldehyde). Isolated yield 82.3%. Reaction SMILES: [OH:1][C:2]1[CH:9]=[CH:8][C:5]([CH:6]=[O:7])=[CH:4][CH:3]=1.[H-].[Na+].Cl[CH2:13][CH2:14][CH2:15][S:16][C:17]1[CH:22]=[CH:21][CH:20]=[CH:19][CH:18]=1>CN(C=O)C>[C:17]1([S:16][CH2:15][CH2:14][CH2:13][O:1][C:2]2[CH:9]=[CH:8][C:5]([CH:6]=[O:7])=[CH:4][CH:3]=2)[CH:22]=[CH:21][CH:20]=[CH:19][CH:18]=1 |f:1.2|. Reported procedure: 0.69 g of 4-hydroxybenzaldehyde were dissolved in 30 ml of DMF, and the resultant solution was further added with 0.24 g of 60% NaH while cooling the solution with ice and then stirred for 1 hour after elevating the temperature of the solution to room temperature. Further, the solution was fed dropwise with 1.0 g of 1-chloro-3-phenylthio propane while cooling the solution with ice and then stirred for 1 hour at room temperature and further for a night at 50-60° C. After completed the reaction, t... Reactants: N1(CCC1)C1=C(C(=C2C(C(=CNC2=N1)C(=O)OCC)=O)C)F (ethyl 7-azetidin-1-yl-6-fluoro-5-methyl-4-oxo-1,4-dihydro-1,8-naphthyridine-3-carboxylate), [Li+].[OH-] (LiOH), C(CC(O)(C(=O)O)CC(=O)O)(=O)O (citric acid). As a reaction SMILES: [N:1]1([C:5]2[N:14]=[C:13]3[C:8]([C:9](=[O:20])[C:10]([C:15]([O:17]CC)=[O:16])=[CH:11][NH:12]3)=[C:7]([CH3:21])[C:6]=2[F:22])[CH2:4][CH2:3][CH2:2]1.[Li+].[OH-].C(O)(=O)CC(CC(O)=O)(C(O)=O)O>C1COCC1>[N:1]1([C:5]2[N:14]=[C:13]3[C:8]([C:9](=[O:20])[C:10]([C:15]([OH:17])=[O:16])=[CH:11][NH:12]3)=[C:7]([CH3:21])[C:6]=2[F:22])[CH2:4][CH2:3][CH2:2]1 |f:1.2|. Procedure details: A solution of Example 5B (0.58 mmol) in THF (10 mL) was treated with 1M LiOH (30 mL), stirred for 12 hours, heated at 70° C. for 8 hours then cooled, stirred at ambient temperature for 2 days, heated at 70° C. for 8 hours then cooled, treated with 10% citric acid, and filtered. Reaction conditions: temperature 70 celsius, time 12 hour. Solvent: C1CCOC1 (THF). The product is N1(CCC1)C1=C(C(=C2C(C(=CNC2=N1)C(=O)O)=O)C)F (7-azetidin-1-yl-6-fluoro-5-methyl-4-oxo-1,4-dihydro-1,8-naphthyridine-3-carboxylic acid). Reactants: CN1C(C(C=2C=C3C(=CC12)OCCO3)C3=C(C=CC=C3)[N+](=O)[O-])=O (6-methyl-8-(2-nitrophenyl)-2,3,6,8-tetrahydro-7H-[1,4]dioxino[2,3-f]indol-7-one), C[Si](C)(C)[N-][Si](C)(C)C.[Li+] (lithium bis(trimethylsilyl)amide), Cl (hydrochloric acid), C(#N)C(=O)OC (methyl cyanoformate). The solvent is O1CCCC1 (tetrahydrofuran). Conditions: temperature 0 celsius, time 10 minute. Yields the product CN1C(C(C=2C=C3C(=CC12)OCCO3)(C(=O)OC)C3=C(C=CC=C3)[N+](=O)[O-])=O (methyl 6-methyl-8-(2-nitrophenyl)-7-oxo-2,3,7,8-tetrahydro-6H-[1,4]dioxino[2,3-f]indole-8-carboxylate). Isolated yield 45.5%. As a reaction SMILES: [CH3:1][N:2]1[C:10]2[CH:9]=[C:8]3[O:11][CH2:12][CH2:13][O:14][C:7]3=[CH:6][C:5]=2[CH:4]([C:15]2[CH:20]=[CH:19][CH:18]=[CH:17][C:16]=2[N+:21]([O-:23])=[O:22])[C:3]1=[O:24].C[Si]([N-][Si](C)(C)C)(C)C.[Li+].C([C:37]([O:39][CH3:40])=[O:38])#N.Cl>O1CCCC1>[CH3:1][N:2]1[C:10]2[CH:9]=[C:8]3[O:11][CH2:12][CH2:13][O:14][C:7]3=[CH:6][C:5]=2[C:4]([C:15]2[CH:20]=[CH:19][CH:18]=[CH:17][C:16]=2[N+:21]([O-:23])=[O:22])([C:37]([O:39][CH3:40])=[O:38])[C:3]1=[O:24] |f:1.2|. Reported procedure: To a stirred solution of 6-methyl-8-(2-nitrophenyl)-2,3,6,8-tetrahydro-7H-[1,4]dioxino[2,3-f]indol-7-one (0.40 g, 1.2 mmol) in tetrahydrofuran (10 mL) was added lithium bis(trimethylsilyl)amide (1.0 M solution in tetrahydrofuran, 1.5 mL, 1.5 mmol) at 0° C. The reaction mixture was stirred at 0° C. for 10 min, methyl cyanoformate (0.12 mL, 1.5 mmol) was added and the mixture was stirred at ambient temperature for 18 h. 10% w/v hydrochloric acid (5 mL) was added at 0° C. and the mixture was extrac... Starting materials: N(=[N+]=[N-])[C@@H]1[C@@H]2N(C(C(CS2)(COC(C)=O)OS(=O)(=O)C)C(=O)OCC2=CC=C(C=C2)[N+](=O)[O-])C1=O (p-nitrobenzyl 7α-azido-3-methanesulfonyloxy-3-acetoxymethyl-cepham-4-carboxylate). Run in C1=CC=CC=C1.CCOC(=O)C (PhH EtOAc). Conditions: time 4 day. Product: N(=[N+]=[N-])[C@@H]1[C@@H]2N(C(=C(CS2)COC(C)=O)C(=O)OCC2=CC=C(C=C2)[N+](=O)[O-])C1=O (p-nitrobenzyl 7α-azido-3-acetoxymethyl-ceph-3-em-4-carboxylate). Reaction SMILES: [N:1]([C@H:4]1[C:34](=[O:35])[N:6]2[CH:7]([C:21]([O:23][CH2:24][C:25]3[CH:30]=[CH:29][C:28]([N+:31]([O-:33])=[O:32])=[CH:27][CH:26]=3)=[O:22])[C:8](OS(C)(=O)=O)([CH2:11][O:12][C:13](=[O:15])[CH3:14])[CH2:9][S:10][C@H:5]12)=[N+:2]=[N-:3]>C1C=CC=CC=1.CCOC(C)=O>[N:1]([C@H:4]1[C:34](=[O:35])[N:6]2[C:7]([C:21]([O:23][CH2:24][C:25]3[CH:30]=[CH:29][C:28]([N+:31]([O-:33])=[O:32])=[CH:27][CH:26]=3)=[O:22])=[C:8]([CH2:11][O:12][C:13](=[O:15])[CH3:14])[CH2:9][S:10][C@H:5]12)=[N+:2]=[N-:3] |f:1.2|. Procedure details: A mixture of p-nitrobenzyl 7α-azido-3-methanesulfonyloxy-3-acetoxymethyl-cepham-4-carboxylate (0.72 g.), EM silica gel 60 (7.20 g.), and 3:1 PhH-EtOAc (20 ml.) is stirred in a stoppered flask for 4 days at room temperature. The mixture is filtered through a sintered glass funnel to remove the silica gel, which is washed with several portions of EtOAc. Evaporation of the filtrate and washings leaves an oil. This material is chromatographed on Baker silica gel using 9:1 φH-EtOAc as an eluting solv... Reactants: O (water), BrC1=C2C=CC=NC2=C(C(=N1)C1=NN=C(N1)CC1=CC=C(C=C1)F)O (5-bromo-7-[5-(4-fluorobenzyl)-4H-1,2,4-triazol-3-yl]-1,6-naphthyridin-8-ol), CS(=O)O.[Na] (sodium methanesulfinic acid), resultant solution. Solvent: CN1C(CCC1)=O (1-methylpyrrolidin-2-one). The product is FC1=CC=C(CC=2NC(=NN2)C2=NC(=C3C=CC=NC3=C2O)S(=O)(=O)C)C=C1 (7-[5-(4-fluorobenzyl)-4H-1,2,4-triazol-3-yl]-5-(methylsulfonyl)-1,6-naphthyridin-8-ol). Yield: 37.6%. As a reaction SMILES: Br[C:2]1[N:11]=[C:10]([C:12]2[NH:16][C:15]([CH2:17][C:18]3[CH:23]=[CH:22][C:21]([F:24])=[CH:20][CH:19]=3)=[N:14][N:13]=2)[C:9]([OH:25])=[C:8]2[C:3]=1[CH:4]=[CH:5][CH:6]=[N:7]2.[CH3:26][S:27]([OH:29])=[O:28].[Na].O>CN1CCCC1=O>[F:24][C:21]1[CH:22]=[CH:23][C:18]([CH2:17][C:15]2[NH:16][C:12]([C:10]3[C:9]([OH:25])=[C:8]4[C:3]([CH:4]=[CH:5][CH:6]=[N:7]4)=[C:2]([S:27]([CH3:26])(=[O:29])=[O:28])[N:11]=3)=[N:13][N:14]=2)=[CH:19][CH:20]=1 |f:1.2,^1:29|. Procedure details: A solution of 5-bromo-7-[5-(4-fluorobenzyl)-4H-1,2,4-triazol-3-yl]-1,6-naphthyridin-8-ol (9 mg, 0.02 mmol) and sodium methanesulfinic acid (100 mg) in 1-methylpyrrolidin-2-one (2 mL) was heated at 150° C. for 3 hours. The resultant solution was cooled to room temperature and water was added. The solids which formed were removed by filtration and further purified by preparative HPLC to give 7-[5-(4-fluorobenzyl)-4H-1,2,4-triazol-3-yl]-5-(methylsulfonyl)-1,6-naphthyridin-8-ol (3 mg, 33%) as a whit...